Dataset: the Open Reaction Database (ORD), a public repository of structured organic reaction records. Task: describe an organic reaction: reactants, conditions, products, and yield Reactants: Cl.C(C1=CN=CC=C1)(=O)Cl (nicotinoyl chloride hydrochloride), C[C@]12CC[C@@H]3C=4C=CC(=CC4CC[C@H]3[C@@H]1CCC2=O)O (estrone), ice. Run in N1=CC=CC=C1 (pyridine). The product is C(C1=CN=CC=C1)(=O)OC1=CC=2CC[C@H]3[C@@H]4CCC([C@@]4(C)CC[C@@H]3C2C=C1)=O (3-Nicotinoyloxyestra-1,3,5(10)-trien-17-one). As a reaction SMILES: Cl.[C:2](Cl)(=[O:9])[C:3]1[CH:8]=[CH:7][CH:6]=[N:5][CH:4]=1.[CH3:11][C@@:12]12[C:28](=[O:29])[CH2:27][CH2:26][C@H:25]1[C@H:24]1[C@@H:15]([C:16]3[CH:17]=[CH:18][C:19]([OH:30])=[CH:20][C:21]=3[CH2:22][CH2:23]1)[CH2:14][CH2:13]2>N1C=CC=CC=1>[C:2]([O:30][C:19]1[CH:18]=[CH:17][C:16]2[C@@H:15]3[C@H:24]([C@H:25]4[C@@:12]([CH2:13][CH2:14]3)([CH3:11])[C:28](=[O:29])[CH2:27][CH2:26]4)[CH2:23][CH2:22][C:21]=2[CH:20]=1)(=[O:9])[C:3]1[CH:8]=[CH:7][CH:6]=[N:5][CH:4]=1 |f:0.1|. Procedure details: To nicotinoyl chloride hydrochloride (2.65 g, 0.015 mol) in pyridine (20 ml) at 0° C. was added estrone (2 g, 0.0074 mol). The mixture was refluxed for one hour and then poured over 100 ml of ice cold water, filtered, and dried over P2O5 under vacuum. Yield 72% (2.0076 g), m.p. 207°-210° C. NMR (CDCl3) δ 9.3-9.1 (br s, 1H, C2 pyridinium proton), 8.8-8.6 (br d, 1H, C6 pyridinium proton, 8.4-8.2 (br d, 1H, C4 pyridinium proton), 7.5-7.1 (m, 2-H, C5 pyridinium proton+C1 estrone proton), 7.0-6.7 (m,... Reactants: CS(=O)(=O)O (methanesulfonic acid), N1(CCCCC1)NC(=O)C1=NN(C(=C1C)C1=CC=C(C=C1)Cl)C1=C(C=C(C=C1)Cl)Cl (N-piperidino-5-(4-chlorophenyl)-1(2,4-dichlorophenyl)-4-methyl-pyrazole-3-carboxamide). Run in CC(=O)C (acetone), CC(=O)C (acetone). Conditions: temperature 0 celsius. Product: CS(=O)(=O)O.N1(CCCCC1)NC(=O)C1=NN(C(=C1C)C1=CC=C(C=C1)Cl)C1=C(C=C(C=C1)Cl)Cl (N-piperidino-5-(4-chlorophenyl)-1-(2,4-dichlorophenyl)-4-methyl-pyrazole-3-carboxamide methanesulfonate). Reaction SMILES: [CH3:1][S:2]([OH:5])(=[O:4])=[O:3].[N:6]1([NH:12][C:13]([C:15]2[C:19]([CH3:20])=[C:18]([C:21]3[CH:26]=[CH:25][C:24]([Cl:27])=[CH:23][CH:22]=3)[N:17]([C:28]3[CH:33]=[CH:32][C:31]([Cl:34])=[CH:30][C:29]=3[Cl:35])[N:16]=2)=[O:14])[CH2:11][CH2:10][CH2:9][CH2:8][CH2:7]1>CC(C)=O>[CH3:1][S:2]([OH:5])(=[O:4])=[O:3].[N:6]1([NH:12][C:13]([C:15]2[C:19]([CH3:20])=[C:18]([C:21]3[CH:22]=[CH:23][C:24]([Cl:27])=[CH:25][CH:26]=3)[N:17]([C:28]3[CH:33]=[CH:32][C:31]([Cl:34])=[CH:30][C:29]=3[Cl:35])[N:16]=2)=[O:14])[CH2:11][CH2:10][CH2:9][CH2:8][CH2:7]1 |f:3.4|. Procedure: A solution of 0..062 g of methanesulfonic acid in 2 ml of acetone is added dropwise to a solution of 0.30 g of the compound obtained in example 195 in 3 ml of acetone. The white crystals formed upon cooling to 0° C. are filtered off, washed with acetone and dried under vacuum to give 0.30 g of the expected salt. m.p.=218° C. The reactants are COc1ccc(P2(=S)SP(=S)(c3ccc(OC)cc3)S2)cc1, Cc1ccccc1, CN1CC(CCCl)Sc2ncccc2C1=O. Yields the product CN1CC(CCCl)Sc2ncccc2C1=S. Reaction SMILES: [CH3:17][O:18][c:19]1[cH:20][cH:21][c:22]([P:23]2(=[S:24])[S:25][P:27](=[S:28])([c:29]3[cH:30][cH:31][c:32]([O:33][CH3:34])[cH:35][cH:36]3)[S:26]2)[cH:37][cH:38]1.[CH3:39][c:40]1[cH:41][cH:42][cH:43][cH:44][cH:45]1.[Cl:1][CH2:2][CH2:3][CH:4]1[S:5][c:6]2[c:7]([cH:13][cH:14][cH:15][n:16]2)[C:8](=[O:12])[N:9]([CH3:11])[CH2:10]1>>[Cl:1][CH2:2][CH2:3][CH:4]1[S:5][c:6]2[c:7]([cH:13][cH:14][cH:15][n:16]2)[C:8](=[S:26])[N:9]([CH3:11])[CH2:10]1. Starting materials: N1N=NN=C1 (tetrazole), N1N=NN=C1 (tetrazole), ( 100 ), ( 35 ), ( 35 ), 5-[, C1(CCCCC1)CC1=NN(C(=N1)CCCC)CC1=CC=C(C=C1)C1=C(C=CC=C1)N1N=NN=C1 (4′-[(3-cyclohexylmethyl-5-butyl-1H-1,2,4-triazol-1-yl)methyl]([1,1-biphenyl]-2-yl]-1H-tetrazole), ( 90 ), N1N=NN=C1 (tetrazole). The product is C1(CCCCC1)CC1=NN(C(=N1)CCCC)CC1=CC=C(C=C1)C1=C(C=CC=C1)C1=NN=NN1 (5-[4′-[(3-cyclohexylmethyl-5-butyl-1H-1,2,4-triazol-1-yl)methyl][1,1′-biphenyl]-2-yl]-1H-tetrazole). RXN SMILES: [CH:1]1([CH2:7][C:8]2[N:12]=[C:11]([CH2:13][CH2:14][CH2:15][CH3:16])[N:10]([CH2:17][C:18]3[CH:23]=[CH:22][C:21]([C:24]4[CH:29]=[CH:28][CH:27]=[CH:26][C:25]=4N4C=NN=N4)=[CH:20][CH:19]=3)[N:9]=2)[CH2:6][CH2:5][CH2:4][CH2:3][CH2:2]1.[NH:35]1[CH:39]=[N:38][N:37]=[N:36]1>>[CH:1]1([CH2:7][C:8]2[N:12]=[C:11]([CH2:13][CH2:14][CH2:15][CH3:16])[N:10]([CH2:17][C:18]3[CH:23]=[CH:22][C:21]([C:24]4[CH:29]=[CH:28][CH:27]=[CH:26][C:25]=4[C:39]4[NH:38][N:37]=[N:36][N:35]=4)=[CH:20][CH:19]=3)[N:9]=2)[CH2:2][CH2:3][CH2:4][CH2:5][CH2:6]1. Reported procedure: The slower moving isomer from Example 73 was deprotected to provide 51 mg of 5-[4′-[(3-cyclohexylmethyl-5-butyl-1H-1,2,4-triazol-1-yl)methyl]([1,1-biphenyl]-2-yl]-1H-tetrazole as a colorless solid: NMR (CDCl3) δ 0.84 (t, J=8 Hz, 3H), 0.92 (q, J=8 Hz, 2H), 1.05–1.22 (m, 3H), 1.22–1.36 (m, 2H), 1.52–1.69 (m, 8H), 2.5–0 (d, J=7 Hz, 2H), 2.63 (t, J=8 Hz, 2H), 5.18 (s, 2H), 7.05 (q, J=8 Hz, 4H), 7.35–7.55 (m, 3H), 7.68 (dd, J=8 and 2 Hz, 1H); MS (FAB) m/e (rel intensity) 456 (90), 413 (10), 281 (10),... As a reaction SMILES: [CH3:33][C:34]([Cl:35])=[O:36].[CH3:43][N:44]([CH3:45])[c:46]1[cH:47][cH:48][n:49][cH:50][cH:51]1.[NH2:1][c:2]1[s:3][c:4]2[n:5][c:6]([O:11][c:12]3[cH:13][c:14]([NH:19][C:20]([c:21]4[cH:22][c:23]([C:27]([CH3:28])([CH3:29])[C:30]#[N:31])[cH:24][cH:25][cH:26]4)=[O:32])[cH:15][cH:16][c:17]3[CH3:18])[cH:7][cH:8][c:9]2[n:10]1.[cH:37]1[cH:38][cH:39][n:40][cH:41][cH:42]1>>[NH:1]([c:2]1[s:3][c:4]2[n:5][c:6]([O:11][c:12]3[cH:13][c:14]([NH:19][C:20]([c:21]4[cH:22][c:23]([C:27]([CH3:28])([CH3:29])[C:30]#[N:31])[cH:24][cH:25][cH:26]4)=[O:32])[cH:15][cH:16][c:17]3[CH3:18])[cH:7][cH:8][c:9]2[n:10]1)[C:34]([CH3:33])=[O:36]. Starting materials: CC(=O)Cl, CN(C)c1ccncc1, Cc1ccc(NC(=O)c2cccc(C(C)(C)C#N)c2)cc1Oc1ccc2nc(N)sc2n1, c1ccncc1. Product: CC(=O)Nc1nc2ccc(Oc3cc(NC(=O)c4cccc(C(C)(C)C#N)c4)ccc3C)nc2s1.